From a dataset of the Open Reaction Database (ORD), a public repository of structured organic reaction records. describe an organic reaction: reactants, conditions, products, and yield Reactants: O=C([O-])[O-], CCOC(=O)C(C)(C)Oc1ccc(O)cc1C, CC#N, Cc1nc(-c2ccc(OC(F)(F)F)cc2)ccc1CCl, [Cs+], [Cs+]. Product: CCOC(=O)C(C)(C)Oc1ccc(OCc2ccc(-c3ccc(OC(F)(F)F)cc3)nc2C)cc1C. RXN SMILES: [C:38](=[O:39])([O-:40])[O-:41].[CH2:1]([CH3:2])[O:3][C:4]([C:5]([CH3:6])([CH3:7])[O:8][c:9]1[c:10]([CH3:16])[cH:11][c:12]([OH:15])[cH:13][cH:14]1)=[O:17].[CH3:44][C:45]#[N:46].[Cl:18][CH2:19][c:20]1[c:21]([CH3:37])[n:22][c:23](-[c:26]2[cH:27][cH:28][c:29]([O:32][C:33]([F:34])([F:35])[F:36])[cH:30][cH:31]2)[cH:24][cH:25]1.[Cs+:42].[Cs+:43]>>[CH2:1]([CH3:2])[O:3][C:4]([C:5]([CH3:6])([CH3:7])[O:8][c:9]1[c:10]([CH3:16])[cH:11][c:12]([O:15][CH2:19][c:20]2[c:21]([CH3:37])[n:22][c:23](-[c:26]3[cH:27][cH:28][c:29]([O:32][C:33]([F:34])([F:35])[F:36])[cH:30][cH:31]3)[cH:24][cH:25]2)[cH:13][cH:14]1)=[O:17]. Starting materials: C(C)OC(C=C(C=1C=NC=CC1)C=1C=C2C(=NNC2=CC1)Cl)=O (3-(3-chloro-1H-indazol-5-yl)-3-pyridin-3-yl-acrylic acid ethyl ester), C(C)OC(C=C(C1=CC=CC=C1)C1=C2C(=CNC2=CC=C1)C#N)=O (3-(3-cyano-1H-Indol-4-yl)-3-phenyl-acrylic acid ethyl ester). Yields the product ClC1=NNC2=CC=C(C=C12)C(=CC(=O)NC)C=1C=NC=CC1 (3-(3-Chloro-1H-indazol-5-yl)-N-methyl 3-pyridin-3-yl-acrylamide). RXN SMILES: C(O[C:4](=[O:23])[CH:5]=[C:6]([C:13]1[CH:14]=[C:15]2[C:19](=[CH:20][CH:21]=1)[NH:18][N:17]=[C:16]2[Cl:22])[C:7]1[CH:8]=[N:9][CH:10]=[CH:11][CH:12]=1)C.C(OC(=O)C=C(C1C=CC=C2C=1C(C#N)=[CH:39][NH:40]2)C1C=CC=CC=1)C>>[Cl:22][C:16]1[C:15]2[C:19](=[CH:20][CH:21]=[C:13]([C:6]([C:7]3[CH:8]=[N:9][CH:10]=[CH:11][CH:12]=3)=[CH:5][C:4]([NH:40][CH3:39])=[O:23])[CH:14]=2)[NH:18][N:17]=1. Procedure: 3-(3-Chloro-1H-indazol-5-yl)-N-methyl 3-pyridin-3-yl-acrylamide CCXXIV was prepared from 3-(3-chloro-1H-indazol-5-yl)-3-pyridin-3-yl-acrylic acid ethyl ester using the procedure described for preparation of 3-(1H-Indol-7-yl)-N-methyl-3-phenyl-acrylamide XVIII (see Example 4). Reactants: OC1=C(C=O)C=CC(=C1)OC (2-hydroxyl-4-methoxybenzaldehyde), II (iodine), I(=O)(=O)(=O)O (periodic acid), C(C)(=O)OCC (ethyl acetate). Run in C(C)O (ethanol), O (water). Conditions: temperature 68 celsius. Yields the product OC1=C(C=O)C=CC(=C1I)OC (2-hydroxy-3-iodo-4-methoxybenzaldehyde). Isolated yield 24.6%. Reaction SMILES: [OH:1][C:2]1[CH:9]=[C:8]([O:10][CH3:11])[CH:7]=[CH:6][C:3]=1[CH:4]=[O:5].II.[I:14](O)(=O)(=O)=O.C(OCC)(=O)C>C(O)C.O>[OH:1][C:2]1[C:9]([I:14])=[C:8]([O:10][CH3:11])[CH:7]=[CH:6][C:3]=1[CH:4]=[O:5]. Procedure details: To a solution of 4.0 g (26.3 mmol) of 2-hydroxyl-4-methoxybenzaldehyde in 30 mL of ethanol was added 1.87 g (7.4 mmol) of iodine, followed by addition of a solution of 6 g (26.3 mmol) of periodic acid in 10 mL of water. The resulting dark yellow solution was heated to 68° C. for two h. After cooling to room temperature, the reaction was added to 300 mL of ethyl acetate. The resulting organic solution was washed with saturated aqueous solution of sodium sulfite, washed with brine and dried over a... The product is BrC=1C=CC(=C(C1)CC=1SC(=CC1)Cl)I (5-bromo-1-(5-chloro-2-thienylmethyl)-2-iodobenzene). Starting materials: BrC=1C=CC(=C(C(=O)O)C1)I (5-Bromo-2-iodobenzoic acid), ClC=1SC=CC1 (2-chlorothiophene). Procedure details: 5-Bromo-2-iodobenzoic acid (see Jorg Frahn, A.-Dieter Schluter Synthesis 1997, 1301-1304) and 2-chlorothiophene were treated in a manner similar to Reference Example 5 to give 5-bromo-1-(5-chloro-2-thienylmethyl)-2-iodobenzene as colorless oil. Reaction SMILES: [Br:1][C:2]1[CH:3]=[CH:4][C:5]([I:11])=[C:6]([CH:10]=1)[C:7](O)=O.[Cl:12][C:13]1[S:14][CH:15]=[CH:16][CH:17]=1>>[Br:1][C:2]1[CH:3]=[CH:4][C:5]([I:11])=[C:6]([CH2:7][C:15]2[S:14][C:13]([Cl:12])=[CH:17][CH:16]=2)[CH:10]=1. The reactants are C(C1=CC=CC=C1)C1=C(C=O)C=CC=C1 (2-benzylbenzaldehyde), solution, C(=C)[Mg]Cl (vinyl-magnesium chloride), [Cl-].[NH4+] (ammonium chloride), Cl (hydrochloric acid). Solvent: O1CCCC1 (tetrahydrofuran), O1CCCC1 (tetrahydrofuran), O1CCCC1 (tetrahydrofuran). The product is C(C1=CC=CC=C1)C1=C(C(C=C)O)C=CC=C1 (2-Benzyl-(α-vinyl)-benzyl alcohol). RXN SMILES: [CH:1]([Mg]Cl)=[CH2:2].[CH2:5]([C:12]1[CH:19]=[CH:18][CH:17]=[CH:16][C:13]=1[CH:14]=[O:15])[C:6]1[CH:11]=[CH:10][CH:9]=[CH:8][CH:7]=1.[Cl-].[NH4+].Cl>O1CCCC1>[CH2:5]([C:12]1[CH:19]=[CH:18][CH:17]=[CH:16][C:13]=1[CH:14]([OH:15])[CH:1]=[CH2:2])[C:6]1[CH:7]=[CH:8][CH:9]=[CH:10][CH:11]=1 |f:2.3|. Procedure details: 30 ml of a 1.6 molar solution of vinyl-magnesium chloride in tetrahydrofuran are introduced into 100 ml of absolute tetrahydrofuran at 0° C. 9.8 g (0.05 mole) of 2-benzylbenzaldehyde in 100 ml of absolute tetrahydrofuran are added dropwise whilst stirring and excluding moisture. The reaction mixture is stirred for 3 hours at 25° C. and is then cautiously decomposed by adding a cold saturated ammonium chloride solution and a few milliliters of 10% strength hydrochloric acid until the precipitate ... The reactants are FC(C(=O)O)(F)F (trifluoroacetic acid), FC(S(=O)(=O)O)(F)F (trifluoromethanesulfonic acid), COC1=CC=C(CS[C@H]2C[C@H](N(C2)C(=O)OCC2=CC=C(C=C2)[N+](=O)[O-])C(=O)N2C(CN(CC2)C(=O)OCC2=CC=C(C=C2)[N+](=O)[O-])C)C=C1 ((2S,4S)-4-(4-methoxybenzylthio)-2-[2-methyl-4-(4-nitrobenzyloxycarbonyl)piperazin-1-yl-carbonyl]-1-(4-nitrobenzyloxycarbonyl)pyrrolidine). The solvent is C1(=CC=CC=C1)OC (anisole). Product: S[C@H]1C[C@H](N(C1)C(=O)OCC1=CC=C(C=C1)[N+](=O)[O-])C(=O)N1C(CN(CC1)C(=O)OCC1=CC=C(C=C1)[N+](=O)[O-])C ((2S,4S)-4-Mercapto-2-[2-methyl-4-(4-nitrobenzyloxycarbonyl)piperazin-1-ylcarbonyl]-1-(4-nitrobenzyloxycarbonyl)pyrrolidine). The yield is 100.2%. RXN SMILES: FC(F)(F)C(O)=O.FC(F)(F)S(O)(=O)=O.COC1C=CC(C[S:23][C@@H:24]2[CH2:28][N:27]([C:29]([O:31][CH2:32][C:33]3[CH:38]=[CH:37][C:36]([N+:39]([O-:41])=[O:40])=[CH:35][CH:34]=3)=[O:30])[C@H:26]([C:42]([N:44]3[CH2:49][CH2:48][N:47]([C:50]([O:52][CH2:53][C:54]4[CH:59]=[CH:58][C:57]([N+:60]([O-:62])=[O:61])=[CH:56][CH:55]=4)=[O:51])[CH2:46][CH:45]3[CH3:63])=[O:43])[CH2:25]2)=CC=1>C1(OC)C=CC=CC=1>[SH:23][C@@H:24]1[CH2:28][N:27]([C:29]([O:31][CH2:32][C:33]2[CH:38]=[CH:37][C:36]([N+:39]([O-:41])=[O:40])=[CH:35][CH:34]=2)=[O:30])[C@H:26]([C:42]([N:44]2[CH2:49][CH2:48][N:47]([C:50]([O:52][CH2:53][C:54]3[CH:55]=[CH:56][C:57]([N+:60]([O-:62])=[O:61])=[CH:58][CH:59]=3)=[O:51])[CH2:46][CH:45]2[CH3:63])=[O:43])[CH2:25]1. Reported procedure: 23 ml of trifluoroacetic acid, followed by 0.57 ml of trifluoromethanesulfonic acid, were added dropwise to a solution of 2.26 g of (2S,4S)-4-(4-methoxybenzylthio)-2-[2-methyl-4-(4-nitrobenzyloxycarbonyl)piperazin-1-yl-carbonyl]-1-(4-nitrobenzyloxycarbonyl)pyrrolidine [prepared as described in step (iii) above] in 3.48 ml of anisole, and the resulting mixture was worked up and purified by the same procedure as described in Preparation 4(ii), to give 1.88 g of the title compound, as an amorphous ... The reactants are Intermediate 20, CO.C(Cl)Cl (MeOH DCM), N (ammonia), FC1CC(CCN(C1)C1=C(C=NN1C)[N+](=O)[O-])NC(OC(C)(C)C)=O (tert-butyl 6-fluoro-1-(1-methyl-4-nitro-1H-pyrazol-5-yl)azepan-4-ylcarbamate), C(C)(C)(C)OC(=O)NC1=C(N=C(S1)C1=C(C=CC=C1F)F)C(=O)O (5-(tert-butoxycarbonylamino)-2-(2,6-difluorophenyl)thiazole-4-carboxylic acid). Run in CO (MeOH). Product: NC1=C(N=C(S1)C1=C(C=CC=C1F)F)C(=O)NC=1C=NN(C1N1CC(CC(CC1)N)F)C (5-amino-N-(5-(5-amino-3-fluoroazepan-1-yl)-1-methyl-1H-pyrazol-4-yl)-2-(2,6-difluorophenyl)thiazole-4-carboxamide). As a reaction SMILES: [F:1][CH:2]1[CH2:8][N:7]([C:9]2[N:13]([CH3:14])[N:12]=[CH:11][C:10]=2[N+:15]([O-])=O)[CH2:6][CH2:5][CH:4]([NH:18]C(=O)OC(C)(C)C)[CH2:3]1.C(OC([NH:33][C:34]1[S:38][C:37]([C:39]2[C:44]([F:45])=[CH:43][CH:42]=[CH:41][C:40]=2[F:46])=[N:36][C:35]=1[C:47](O)=[O:48])=O)(C)(C)C.CO.C(Cl)Cl.N>CO>[NH2:33][C:34]1[S:38][C:37]([C:39]2[C:44]([F:45])=[CH:43][CH:42]=[CH:41][C:40]=2[F:46])=[N:36][C:35]=1[C:47]([NH:15][C:10]1[CH:11]=[N:12][N:13]([CH3:14])[C:9]=1[N:7]1[CH2:6][CH2:5][CH:4]([NH2:18])[CH2:3][CH:2]([F:1])[CH2:8]1)=[O:48] |f:2.3|. Reported procedure: Following the procedure for Example 101, Intermediate 20, tert-butyl 6-fluoro-1-(1-methyl-4-nitro-1H-pyrazol-5-yl)azepan-4-ylcarbamate and 5-(tert-butoxycarbonylamino)-2-(2,6-difluorophenyl)thiazole-4-carboxylic acid from Example 25 gave, after silica gel column chromatography (0-10% MeOH/DCM, 1% 7 N ammonia in MeOH), a white solid (273 mg, 19% over three steps). Compound 154 was obtained as a single enantiomer from SFC chiral separation of the racemic mixture. 1H NMR (400 MHz, DMSO) δ 8.77 (s, ...